describe an organic reaction: reactants, conditions, products, and yield From a dataset of the Open Reaction Database (ORD), a public repository of structured organic reaction records. The reactants are C1CCOC1 (THF), I(=O)(=O)(=O)[O-].[Na+] (sodium periodate), ClC=1C=C2C(=CN(C2=C(C1)C=C)COCC[Si](C)(C)C)C#N (5-chloro-1-((2-(trimethylsilyl)ethoxy)methyl)-7-vinyl-1H-indole-3-carbonitrile), C[N+]1(CCOCC1)[O-] (NMO). Reagents/catalysts: [Os](=O)(=O)(=O)=O (Osmium tetroxide). Solvent: CC(=O)C (Acetone), O (Water). Run at time 2 hour. Yields the product ClC=1C=C2C(=CN(C2=C(C1)C=O)COCC[Si](C)(C)C)C#N (5-chloro-7-formyl-1-((2-(trimethylsilyl)ethoxy)methyl)-1H-indole-3-carbonitrile). The yield is 80.0%. RXN SMILES: [Cl:1][C:2]1[CH:3]=[C:4]2[C:8](=[C:9]([CH:11]=C)[CH:10]=1)[N:7]([CH2:13][O:14][CH2:15][CH2:16][Si:17]([CH3:20])([CH3:19])[CH3:18])[CH:6]=[C:5]2[C:21]#[N:22].C[N+]1([O-])CC[O:27]CC1.C1COCC1.I([O-])(=O)(=O)=O.[Na+]>CC(C)=O.O.[Os](=O)(=O)(=O)=O>[Cl:1][C:2]1[CH:3]=[C:4]2[C:8](=[C:9]([CH:11]=[O:27])[CH:10]=1)[N:7]([CH2:13][O:14][CH2:15][CH2:16][Si:17]([CH3:20])([CH3:19])[CH3:18])[CH:6]=[C:5]2[C:21]#[N:22] |f:3.4|. Procedure: Osmium tetroxide (0.1 mL, 0.013 mmol) (4% in water) was added to a solution of 5-chloro-1-((2-(trimethylsilyl)ethoxy)methyl)-7-vinyl-1H-indole-3-carbonitrile (385 mg, 1.157 mmol) and NMO (271 mg, 2.313 mmol) in Acetone (20 mL) and Water (5 mL). The reaction was stirred at ambient temperature for 2 hours and then THF (10 mL) and sodium periodate (742 mg, 3.47 mmol) were added. The reaction was stirred for 1 hour, and precipitate formed. The solvent was evaporated and the residue was taken up in w...